From a dataset of the Open Reaction Database (ORD), a public repository of structured organic reaction records. describe an organic reaction: reactants, conditions, products, and yield Yields the product NC=1C=C2C=CN(C(C2=CC1F)=O)C1=CC=C(C=C1)NC(=O)NS(=O)(=O)C=1SC=C(C1)Cl (N-({[4-(6-amino-7-fluoro-1-oxoisoquinolin-2(1H)-yl)phenyl]amino}carbonyl)-4-chlorothiophene-2-sulfonamide). Procedure: An analogous sulfonylurea coupling and de-protection procedure to that described in Example 29 was performed on [2-(4-Amino-phenyl)-7-fluoro-1-oxo-1,2-dihydro-isoquinolin-6-yl]-methyl-carbamic acid tert-butyl ester (Example 9) and 4-chlorothiophene-2-sulfonamide to give N-({[4-(6-amino-7-fluoro-1-oxoisoquinolin-2(1H)-yl)phenyl]amino}carbonyl)-4-chlorothiophene-2-sulfonamide. ES-MS (M+H)+=507.0, 509.0 (Cl). Reaction SMILES: [S:1](=[N:4][C:5]([NH2:7])=[O:6])(=[O:3])=[O:2].C(OC(=O)[N:14]([C:16]1[CH:17]=[C:18]2[C:23](=[CH:24][C:25]=1[F:26])[C:22](=[O:27])[N:21]([C:28]1[CH:33]=[CH:32][C:31](N)=[CH:30][CH:29]=1)[CH:20]=[CH:19]2)C)(C)(C)C.[Cl:36][C:37]1[CH:38]=[C:39](S(N)(=O)=O)[S:40][CH:41]=1>>[NH2:14][C:16]1[CH:17]=[C:18]2[C:23](=[CH:24][C:25]=1[F:26])[C:22](=[O:27])[N:21]([C:28]1[CH:29]=[CH:30][C:31]([NH:7][C:5]([NH:4][S:1]([C:39]3[S:40][CH:41]=[C:37]([Cl:36])[CH:38]=3)(=[O:3])=[O:2])=[O:6])=[CH:32][CH:33]=1)[CH:20]=[CH:19]2. Reactants: S(=O)(=O)=NC(=O)N (sulfonylurea), C(C)(C)(C)OC(N(C)C=1C=C2C=CN(C(C2=CC1F)=O)C1=CC=C(C=C1)N)=O ([2-(4-Amino-phenyl)-7-fluoro-1-oxo-1,2-dihydro-isoquinolin-6-yl]-methyl-carbamic acid tert-butyl ester), ClC=1C=C(SC1)S(=O)(=O)N (4-chlorothiophene-2-sulfonamide).